Dataset: the Open Reaction Database (ORD), a public repository of structured organic reaction records. Task: describe an organic reaction: reactants, conditions, products, and yield Starting materials: CO, CC(=O)O, Nc1cc(COc2ccc([N+](=O)[O-])c3ccccc23)ccn1. The product is Nc1cc(COc2ccc(N)c3ccccc23)ccn1. Reaction SMILES: [CH3:23][OH:24].[CH3:25][C:26](=[O:27])[OH:28].[NH2:1][c:2]1[n:3][cH:4][cH:5][c:6]([CH2:8][O:9][c:10]2[cH:11][cH:12][c:13]([N+:20]([O-:21])=[O:22])[c:14]3[cH:15][cH:16][cH:17][cH:18][c:19]23)[cH:7]1>>[NH2:1][c:2]1[n:3][cH:4][cH:5][c:6]([CH2:8][O:9][c:10]2[cH:11][cH:12][c:13]([NH2:20])[c:14]3[cH:15][cH:16][cH:17][cH:18][c:19]23)[cH:7]1. Starting materials: C(C)(C)(C)OC(=O)N1CCN(CC1)CC1=NN=C2N1C1=C(N(C(C2)=O)C2=CC=CC=C2)C=C(C=C1)Cl (1-[4-(t-butoxycarbonyl)-piperazinomethyl]-8-chloro-6-phenyl-4H-s-triazolo[4,3-a][1,5]benzodiazepin-5-one). Run in FC(C(=O)O)(F)F (trifluoroacetic acid). The product is N1(CCNCC1)CC1=NN=C2N1C1=C(N(C(C2)=O)C2=CC=CC=C2)C=C(C=C1)Cl (1-Piperazinomethyl-8-chloro-6-phenyl-4H-s-triazolo[4,3-a][1,5]benzodiazepin-5-one). Reaction SMILES: C(OC([N:8]1[CH2:13][CH2:12][N:11]([CH2:14][C:15]2[N:19]3[C:20]4[CH:35]=[CH:34][C:33]([Cl:36])=[CH:32][C:21]=4[N:22]([C:26]4[CH:31]=[CH:30][CH:29]=[CH:28][CH:27]=4)[C:23](=[O:25])[CH2:24][C:18]3=[N:17][N:16]=2)[CH2:10][CH2:9]1)=O)(C)(C)C>FC(F)(F)C(O)=O>[N:11]1([CH2:14][C:15]2[N:19]3[C:20]4[CH:35]=[CH:34][C:33]([Cl:36])=[CH:32][C:21]=4[N:22]([C:26]4[CH:31]=[CH:30][CH:29]=[CH:28][CH:27]=4)[C:23](=[O:25])[CH2:24][C:18]3=[N:17][N:16]=2)[CH2:10][CH2:9][NH:8][CH2:13][CH2:12]1. Procedure: 2 g. of 1-[4-(t-butoxycarbonyl)-piperazinomethyl]-8-chloro-6-phenyl-4H-s-triazolo[4,3-a][1,5]benzodiazepin-5-one in 50 ml of trifluoroacetic acid is stirred for 2 hours. The reaction mixture is evaporated and the residue partitioned between methylene chloride and aqueous sodium bicarbonate. The organic phase is washed with water, dried and evaporated to give the title compound. Starting materials: O[C@@H]1[C@]2(C)[C@@H](CC1)[C@@H]1CC[C@H]3CC=CC[C@@H]3[C@H]1CC2 (17β-hydroxy-5α-estr-2-ene), O[C@@H]1[C@]2(C)[C@@H](CC1)[C@@H]1CC[C@H]3CC=CC[C@@H]3[C@H]1CC2 (17β-Hydroxy-5α-estr-2-ene), CC(=O)C.OS(=O)(=O)O.O=[Cr](=O)=O (Jones reagent). The solvent is CC(=O)C (acetone). Run at time 2 minute. Product: C[C@@]12C(CC[C@H]1[C@@H]1CC[C@H]3CC=CC[C@@H]3[C@H]1CC2)=O (5α-estr-2-ene-17-one). Isolated yield 98.0%. As a reaction SMILES: [OH:1][C@H:2]1[CH2:7][CH2:6][C@H:5]2[C@H:8]3[C@H:17]([CH2:18][CH2:19][C@:3]12[CH3:4])[C@@H:16]1[C@H:11]([CH2:12][CH:13]=[CH:14][CH2:15]1)[CH2:10][CH2:9]3.CC(C)=O.OS(O)(=O)=O.O=[Cr](=O)=O>CC(C)=O>[CH3:4][C@:3]12[CH2:19][CH2:18][C@H:17]3[C@@H:8]([CH2:9][CH2:10][C@@H:11]4[C@@H:16]3[CH2:15][CH:14]=[CH:13][CH2:12]4)[C@@H:5]1[CH2:6][CH2:7][C:2]2=[O:1] |f:1.2.3|. Procedure: To a solution of 0.18 g of 17β-hydroxy-5α-estr-2-ene, Compound 5, in 10 ml of acetone cooled to 0°-5° C. is added dropwise Jones reagent until the reaction mixture becomes permanently orange-brown. The reaction mixture is stirred for another 2 min, and then the excess reagent is destroyed by addition of isopropanol. The solvent is evaporated under reduced pressure, and the residue is treated with water (25 ml) and ether (25 ml). The ether phase is separated, and the water is extracted once more ... The reactants are CCOC(=O)CBr, O=C([O-])[O-], CC(C)(C)OC(=O)NC1Cc2ccc(O)cc2C1, CN(C)C=O, CCOC(C)=O, [K+], [K+]. Product: CCOC(=O)COc1ccc2c(c1)CC(NC(=O)OC(C)(C)C)C2. Reaction SMILES: [Br:25][CH2:26][C:27](=[O:28])[O:29][CH2:30][CH3:31].[C:19](=[O:20])([O-:21])[O-:22].[C:1]([CH3:2])([CH3:3])([CH3:4])[O:5][C:6](=[O:7])[NH:8][CH:9]1[CH2:10][c:11]2[cH:12][cH:13][c:14]([OH:18])[cH:15][c:16]2[CH2:17]1.[CH3:32][N:33]([CH3:34])[CH:35]=[O:36].[CH3:37][CH2:38][O:39][C:40](=[O:41])[CH3:42].[K+:23].[K+:24]>>[C:1]([CH3:2])([CH3:3])([CH3:4])[O:5][C:6](=[O:7])[NH:8][CH:9]1[CH2:10][c:11]2[cH:12][cH:13][c:14]([O:18][CH2:26][C:27](=[O:28])[O:29][CH2:30][CH3:31])[cH:15][c:16]2[CH2:17]1. Reactants: N1=CC(=CC=C1)CCC(=O)O (3-(3-pyridinyl)propanoic acid), C(C)(C)N=C=NC(C)C (diisopropylcarbodiimide), C(=O)(O)[O-].[Na+] (NaHCO3). The reagents and catalysts are CN(C)C=1C=CN=CC1 (DMAP). Run in C(Cl)Cl (CH2Cl2), CO (MeOH). Conditions: temperature 23 celsius, time 2 hour. Yields the product N1=CC(=CC=C1)CCC(=O)OC (Methyl 3-(3-Pyridinyl)propanoate). The yield is 99.1%. RXN SMILES: [N:1]1[CH:6]=[CH:5][CH:4]=[C:3]([CH2:7][CH2:8][C:9]([OH:11])=[O:10])[CH:2]=1.[CH:12](N=C=NC(C)C)(C)C.C([O-])(O)=O.[Na+]>C(Cl)Cl.CO.CN(C1C=CN=CC=1)C>[N:1]1[CH:6]=[CH:5][CH:4]=[C:3]([CH2:7][CH2:8][C:9]([O:11][CH3:12])=[O:10])[CH:2]=1 |f:2.3|. Procedure: To a solution of 3-(3-pyridinyl)propanoic acid (2.50 g, 16.5 mmol) in CH2Cl2 (110 mL) and MeOH (1 mL) was added DMAP (0.010 g, 0.082 mmol) and diisopropylcarbodiimide (4.17 g, 33.1 mmol). The reaction was stirred for 2 hours at 23° C. then saturated aqueous NaHCO3 (100 mL) was added. The mixture was extracted with CH2Cl2 (100 mL) and the combined extracts were dried over Na2SO4, filtered, and evaporated in vacuo. The residue was purified by flash chromatography on silica gel (elution with 60% Et... The reactants are CCCC1(CC(=O)OCC)OCCc2c1[nH]c1c(C)cc(F)c(C#N)c21, C1CCOC1, CO, [Na+], [OH-]. The product is CCCC1(CC(=O)O)OCCc2c1[nH]c1c(C)cc(F)c(C#N)c21. As a reaction SMILES: [CH2:1]([CH3:2])[O:3][C:4]([CH2:5][C:6]1([CH2:23][CH2:24][CH3:25])[O:7][CH2:8][CH2:9][c:10]2[c:11]1[nH:12][c:13]1[c:14]([CH3:22])[cH:15][c:16]([F:21])[c:17]([C:19]#[N:20])[c:18]21)=[O:26].[CH2:29]1[O:30][CH2:31][CH2:32][CH2:33]1.[CH3:34][OH:35].[Na+:28].[OH-:27]>>[O:3]=[C:4]([CH2:5][C:6]1([CH2:23][CH2:24][CH3:25])[O:7][CH2:8][CH2:9][c:10]2[c:11]1[nH:12][c:13]1[c:14]([CH3:22])[cH:15][c:16]([F:21])[c:17]([C:19]#[N:20])[c:18]21)[OH:26].